From a dataset of the Open Reaction Database (ORD), a public repository of structured organic reaction records. describe an organic reaction: reactants, conditions, products, and yield Reactants: C(C)(=O)C=1OC=CC1 (2-acetylfuran), [O-]CC.[Na+] (sodium ethoxide), C(C)OC(C(=O)OCC)=O (oxalic acid diethyl ester). Run in C(C)O (ethanol). Reaction conditions: time 18 hour. Yields the product C(C)OC(C(CC(=O)C=1OC=CC1)=O)=O (4-furan-2-yl-2,4-dioxo-butyric acid ethyl ester). RXN SMILES: [C:1]([C:4]1[O:5][CH:6]=[CH:7][CH:8]=1)(=[O:3])[CH3:2].[O-]CC.[Na+].[CH2:13]([O:15][C:16](=[O:22])[C:17](OCC)=[O:18])[CH3:14]>C(O)C>[CH2:13]([O:15][C:16](=[O:22])[C:17](=[O:18])[CH2:2][C:1]([C:4]1[O:5][CH:6]=[CH:7][CH:8]=1)=[O:3])[CH3:14] |f:1.2|. Procedure details: 2-acetylfuran was slowly added to a solution of sodium ethoxide (6.81 g) dissolved in absolute ethanol (200 mL) at 0° C. (5.01 mL). This solution was stirred at 0° C. for 2 hrs before oxalic acid diethyl ester (9.30 mL) was slowly added thereto. After stirring for 18 hrs, the reaction was terminated with 1N HCl. The resulting solution was concentrated under reduced pressure to remove the ethanol, followed by extraction with methylene chloride. The organic layer was dried over anhydrous sodium su... Starting materials: N1(C=NC=C1)CC(=CC=1C=C(C(=O)OC)C=CC1)C=1SC=CN1 (methyl 3-(3-(imidazol-1-yl)-2-(thiazol-2-yl)-prop-1-enyl)benzoate), [OH-].[Na+] (NaOH). Run in CO (MeOH). The product is N1(C=NC=C1)CC(=CC=1C=C(C(=O)O)C=CC1)C=1SC=CN1 (3-(3-(imidazol-1-yl)-2-(thiazol-2-yl)-prop-1-enyl)benzoic acid). Reaction SMILES: [N:1]1([CH2:6][C:7]([C:19]2[S:20][CH:21]=[CH:22][N:23]=2)=[CH:8][C:9]2[CH:10]=[C:11]([CH:16]=[CH:17][CH:18]=2)[C:12]([O:14]C)=[O:13])[CH:5]=[CH:4][N:3]=[CH:2]1.[OH-].[Na+]>CO>[N:1]1([CH2:6][C:7]([C:19]2[S:20][CH:21]=[CH:22][N:23]=2)=[CH:8][C:9]2[CH:10]=[C:11]([CH:16]=[CH:17][CH:18]=2)[C:12]([OH:14])=[O:13])[CH:5]=[CH:4][N:3]=[CH:2]1 |f:1.2|. Reported procedure: The product of step C) (2.6 g; 8 mmol) in solution in MeOH (60 ml) was treated with NaOH 2N, (8 ml; 16 mmol) at room temperature for 2 hours. After evaporation of the methanol, the residue was acidified to pH 6 with HCl 6N, to precipitate a solid which was washed with water and ether to give 3-(3-(imidazol-1-yl)-2-(thiazol-2-yl)-prop-1-enyl)benzoic acid as a mixture of E and Z isomers (2 g; 80%). As a reaction SMILES: [C:1]1([OH:7])[CH:6]=[CH:5][CH:4]=[CH:3][CH:2]=1.C([O-])([O-])=O.[K+].[K+].[CH3:14][NH:15][S:16]([C:19]1[CH:24]=[CH:23][CH:22]=[C:21](Br)[CH:20]=1)(=[O:18])=[O:17]>CN(C=O)C.[Cu]I>[CH3:14][NH:15][S:16]([C:19]1[CH:20]=[C:21]([O:7][C:1]2[CH:6]=[CH:5][CH:4]=[CH:3][CH:2]=2)[CH:22]=[CH:23][CH:24]=1)(=[O:18])=[O:17] |f:1.2.3|. Procedure: To a slurry of phenol (1.9 g, 20 mmol), K2CO3 (6.0 g, 40 mmol), and CuI (4 g, 20 mmol) in DMF (25 mL) was added N-methyl-3-bromobenzenesulfonamide (2.5 g, 10 mmol), and the resulting mixture was stirred at the reflux temp. overnight, cooled to room temp., and separated between EtOAc (50 mL) and a 1 N HCl solution (50 mL). The aqueous layer was back-extracted with EtOAc (2×50 mL). The combined organic phases were sequentially washed with water (2×50 mL) and a saturated NaCl solution (50 mL), drie... The product is CNS(=O)(=O)C=1C=C(C=CC1)OC1=CC=CC=C1 (4-(3-(N-methylsulfamoyl)phenyloxy)benzene). The reactants are C1(=CC=CC=C1)O (phenol), C(=O)([O-])[O-].[K+].[K+] (K2CO3), CNS(=O)(=O)C1=CC(=CC=C1)Br (N-methyl-3-bromobenzenesulfonamide). Reagents/catalysts: [Cu]I (CuI). The solvent is CN(C)C=O (DMF). Yield: 11.4%. The reactants are O=C(O)c1cnc2ccccc2c1O, O=S(Cl)Cl, c1ccccc1. Yields the product [Cl-], O=C(O)c1cnc2ccccc2c1O. RXN SMILES: [OH:5][c:6]1[c:7]([C:16](=[O:17])[OH:18])[cH:8][n:9][c:10]2[cH:11][cH:12][cH:13][cH:14][c:15]12.[S:1]([Cl:2])([Cl:3])=[O:4].[cH:19]1[cH:20][cH:21][cH:22][cH:23][cH:24]1>>[Cl-:3].[OH:5][c:6]1[c:7]([C:16](=[O:17])[OH:18])[cH:8][n:9][c:10]2[cH:11][cH:12][cH:13][cH:14][c:15]12.